Dataset: the Open Reaction Database (ORD), a public repository of structured organic reaction records. Task: describe an organic reaction: reactants, conditions, products, and yield Product: CCOC(=O)C1CCN(C(=O)c2ccccc2)CC1. Starting materials: O=C(Cl)c1ccccc1, Cc1ccccc1, CCOC(=O)C1CCNCC1, O, c1ccncc1. As a reaction SMILES: [C:25]([c:26]1[cH:27][cH:28][cH:29][cH:30][cH:31]1)(=[O:32])[Cl:33].[CH3:18][c:19]1[cH:20][cH:21][cH:22][cH:23][cH:24]1.[NH:1]1[CH2:2][CH2:3][CH:4]([C:5](=[O:6])[O:7][CH2:8][CH3:9])[CH2:10][CH2:11]1.[OH2:34].[cH:12]1[cH:13][cH:14][n:15][cH:16][cH:17]1>>[N:1]1([C:25]([c:26]2[cH:27][cH:28][cH:29][cH:30][cH:31]2)=[O:32])[CH2:2][CH2:3][CH:4]([C:5](=[O:6])[O:7][CH2:8][CH3:9])[CH2:10][CH2:11]1. Starting materials: ClCCl, O=C(OC(=O)C(F)(F)F)C(F)(F)F, COC(=O)c1ccc2c(c1)C(O)c1ccccc1CO2, OCCS. Yields the product COC(=O)c1ccc2c(c1)C(SCCO)c1ccccc1CO2. Reaction SMILES: [CH2:38]([Cl:39])[Cl:40].[F:21][C:22]([F:23])([F:24])[C:25]([O:26][C:27](=[O:28])[C:29]([F:30])([F:31])[F:32])=[O:33].[OH:1][CH:2]1[c:3]2[c:4]([cH:13][cH:14][c:15]([C:17](=[O:18])[O:19][CH3:20])[cH:16]2)[O:5][CH2:6][c:7]2[c:8]1[cH:9][cH:10][cH:11][cH:12]2.[SH:34][CH2:35][CH2:36][OH:37]>>[CH:2]1([S:34][CH2:35][CH2:36][OH:37])[c:3]2[c:4]([cH:13][cH:14][c:15]([C:17](=[O:18])[O:19][CH3:20])[cH:16]2)[O:5][CH2:6][c:7]2[c:8]1[cH:9][cH:10][cH:11][cH:12]2. Reactants: COC(=O)C(NC(=O)C(NC(=O)OCc1ccccc1)C(C)C)C1CCCCC1, CCCC(NC(=O)C1CC(Oc2cc(-c3ccccc3)nc3cc(OC)ccc23)CC1C(=O)OC)C(=O)OC(C)(C)C, CCO, Cl, [Li+], C1COCCO1, [OH-], O, [Pd]. Yields the product CCCC(NC(=O)C1CC(Oc2cc(-c3ccccc3)nc3cc(OC)ccc23)CC1C(=O)NC(C(=O)NC(C(=O)OC)C1CCCCC1)C(C)C)C(=O)OC(C)(C)C. Reaction SMILES: [CH3:1][O:2][C:3]([CH:4]([CH:5]1[CH2:6][CH2:7][CH2:8][CH2:9][CH2:10]1)[NH:11][C:12]([CH:13]([CH:14]([CH3:15])[CH3:16])[NH:17][C:18]([O:20][CH2:19][c:21]1[cH:22][cH:23][cH:24][cH:25][cH:26]1)=[O:27])=[O:28])=[O:29].[CH3:30][O:31][C:32](=[O:33])[CH:34]1[CH:35]([C:58]([NH:59][CH:60]([CH2:61][CH2:62][CH3:63])[C:64](=[O:65])[O:66][C:67]([CH3:68])([CH3:69])[CH3:70])=[O:71])[CH2:36][CH:37]([O:39][c:40]2[cH:41][c:42](-[c:52]3[cH:53][cH:54][cH:55][cH:56][cH:57]3)[n:43][c:44]3[cH:45][c:46]([O:50][CH3:51])[cH:47][cH:48][c:49]23)[CH2:38]1.[CH3:75][CH2:76][OH:77].[ClH:74].[Li+:73].[O:78]1[CH2:79][CH2:80][O:81][CH2:82][CH2:83]1.[OH-:72].[OH2:84].[Pd:85]>>[CH3:1][O:2][C:3]([CH:4]([CH:5]1[CH2:6][CH2:7][CH2:8][CH2:9][CH2:10]1)[NH:11][C:12]([CH:13]([CH:14]([CH3:15])[CH3:16])[NH:17][C:18](=[O:20])[CH:34]1[CH:35]([C:58]([NH:59][CH:60]([CH2:61][CH2:62][CH3:63])[C:64](=[O:65])[O:66][C:67]([CH3:68])([CH3:69])[CH3:70])=[O:71])[CH2:36][CH:37]([O:39][c:40]2[cH:41][c:42](-[c:52]3[cH:53][cH:54][cH:55][cH:56][cH:57]3)[n:43][c:44]3[cH:45][c:46]([O:50][CH3:51])[cH:47][cH:48][c:49]23)[CH2:38]1)=[O:28])=[O:29].